Dataset: the Open Reaction Database (ORD), a public repository of structured organic reaction records. Task: describe an organic reaction: reactants, conditions, products, and yield Starting materials: FC=1C=C(C=CC1N1CCNCC1)C(C)=O (1-(3-Fluoro-4-piperazin-1-yl-phenyl)-ethanone), ClC1=C(C(=O)O)C=C(C=C1)S(NC)(=O)=O (2-Chloro-5-methylsulfamoyl-benzoic acid). Product: C(C)(=O)C1=CC(=C(C=C1)N1CCN(CC1)C(=O)C=1C=C(C=CC1Cl)S(=O)(=O)NC)F (3-[4-(4-Acetyl-2-fluoro-phenyl)-piperazine-1-carbonyl]-4-chloro-N-methyl-benzenesulfonamide). Reaction SMILES: [F:1][C:2]1[CH:3]=[C:4]([C:14](=[O:16])[CH3:15])[CH:5]=[CH:6][C:7]=1[N:8]1[CH2:13][CH2:12][NH:11][CH2:10][CH2:9]1.[Cl:17][C:18]1[CH:26]=[CH:25][C:24]([S:27](=[O:31])(=[O:30])[NH:28][CH3:29])=[CH:23][C:19]=1[C:20](O)=[O:21]>>[C:14]([C:4]1[CH:5]=[CH:6][C:7]([N:8]2[CH2:13][CH2:12][N:11]([C:20]([C:19]3[CH:23]=[C:24]([S:27]([NH:28][CH3:29])(=[O:31])=[O:30])[CH:25]=[CH:26][C:18]=3[Cl:17])=[O:21])[CH2:10][CH2:9]2)=[C:2]([F:1])[CH:3]=1)(=[O:16])[CH3:15]. Procedure: The title compound was prepared according to the procedure described for example K/step2 from 1-(3-Fluoro-4-piperazin-1-yl-phenyl)-ethanone and 2-Chloro-5-methylsulfamoyl-benzoic acid (CAS: 68901-09-7; BE 620741) (69%, light yellow foam, MS (m/e): 452.1 (M−H, 100%)